From a dataset of the Open Reaction Database (ORD), a public repository of structured organic reaction records. describe an organic reaction: reactants, conditions, products, and yield Reactants: BrC=1C=C(C2=C(OC(OC2)CNC)C1)F (1-(7-bromo-5-fluoro-4H-1,3-benzodioxin-2-yl)-N-methylmethanamine), CS(=O)[O-].[Na+] (sodium methanesulfinate), N1[C@H](C(=O)O)CCC1 (L-proline). The reagents and catalysts are [Cu](I)I (copperiodide). Solvent: CS(=O)C (DMSO). The product is FC1=CC(=CC=2OC(OCC21)CNC)S(=O)(=O)C (1-[5-FLUORO-7-(METHYLSULFONYL)-4H-1,3-BENZODIOXIN-2-YL]-N-METHYLMETHANAMINE). Yield: 9.1%. Reaction SMILES: Br[C:2]1[CH:3]=[C:4]([F:15])[C:5]2[CH2:10][O:9][CH:8]([CH2:11][NH:12][CH3:13])[O:7][C:6]=2[CH:14]=1.[CH3:16][S:17]([O-:19])=[O:18].[Na+].N1CCC[C@H]1C(O)=O>[Cu](I)I.CS(C)=O>[F:15][C:4]1[C:5]2[CH2:10][O:9][CH:8]([CH2:11][NH:12][CH3:13])[O:7][C:6]=2[CH:14]=[C:2]([S:17]([CH3:16])(=[O:19])=[O:18])[CH:3]=1 |f:1.2|. Reported procedure: Preparation according to Example 17 with a small alteration, no base used. 1-(7-bromo-5-fluoro-4H-1,3-benzodioxin-2-yl)-N-methylmethanamine (0.33 g, 1.2 mmol), sodium methanesulfinate (0.18 g, 1.49 mmol, 85%), copperiodide (23 mg, 0.12 mmol), L-proline (69 mg, 0.60 mmol) and DMSO (6.0 ml) was heated at 140° C. for 45 min. Purification by flash column chromatography (EtOAc/MeOH 4:1) afforded the title compound (30 mg, 10%). The amine was converted into the hydrochloric acid salt and crystallized ... Starting materials: CCOC(=O)C(C)(Cc1ccc(C=CCC2CN(Cc3ccc(C(F)(F)F)cc3)C(=O)N2C)cc1)Oc1ccccc1, CCOC(C)=O. Product: CCOC(=O)C(C)(Cc1ccc(CCCC2CN(Cc3ccc(C(F)(F)F)cc3)C(=O)N2C)cc1)Oc1ccccc1. Reaction SMILES: [CH2:1]([CH3:2])[O:3][C:4]([C:5]([CH2:6][c:7]1[cH:8][cH:9][c:10]([CH:13]=[CH:14][CH2:15][CH:16]2[N:17]([CH3:33])[C:18](=[O:32])[N:19]([CH2:21][c:22]3[cH:23][cH:24][c:25]([C:28]([F:29])([F:30])[F:31])[cH:26][cH:27]3)[CH2:20]2)[cH:11][cH:12]1)([O:34][c:35]1[cH:36][cH:37][cH:38][cH:39][cH:40]1)[CH3:41])=[O:42].[CH3:43][CH2:44][O:45][C:46]([CH3:47])=[O:48]>>[CH2:1]([CH3:2])[O:3][C:4]([C:5]([CH2:6][c:7]1[cH:8][cH:9][c:10]([CH2:13][CH2:14][CH2:15][CH:16]2[N:17]([CH3:33])[C:18](=[O:32])[N:19]([CH2:21][c:22]3[cH:23][cH:24][c:25]([C:28]([F:29])([F:30])[F:31])[cH:26][cH:27]3)[CH2:20]2)[cH:11][cH:12]1)([O:34][c:35]1[cH:36][cH:37][cH:38][cH:39][cH:40]1)[CH3:41])=[O:42].